This data is from the Open Reaction Database (ORD), a public repository of structured organic reaction records. The task is: describe an organic reaction: reactants, conditions, products, and yield The reactants are ClCCl, O=[Mn]=O, COc1cc(CO)cc(OC)c1OCCO. As a reaction SMILES: [CH2:17]([Cl:18])[Cl:19].[O:20]=[Mn:21]=[O:22].[OH:1][CH2:2][c:3]1[cH:4][c:5]([O:15][CH3:16])[c:6]([O:7][CH2:8][CH2:9][OH:10])[c:11]([O:13][CH3:14])[cH:12]1>>[O:1]=[CH:2][c:3]1[cH:4][c:5]([O:15][CH3:16])[c:6]([O:7][CH2:8][CH2:9][OH:10])[c:11]([O:13][CH3:14])[cH:12]1. Product: COc1cc(C=O)cc(OC)c1OCCO. Reactants: COC(=O)c1c(C=O)nc(Br)n1CC=C(C)C, O=C([O-])[O-], ClCCl, CC(=O)O, CO, [Cs+], [Cs+], C[N+](=O)[O-]. Yields the product COC(=O)c1c(C(O)C[N+](=O)[O-])nc(Br)n1CC=C(C)C. As a reaction SMILES: [Br:11][c:12]1[n:13][c:14]([CH:26]=[O:27])[c:15]([C:22](=[O:23])[O:24][CH3:25])[n:16]1[CH2:17][CH:18]=[C:19]([CH3:20])[CH3:21].[C:5](=[O:6])([O-:7])[O-:8].[CH2:34]([Cl:35])[Cl:36].[CH3:28][C:29](=[O:30])[OH:31].[CH3:32][OH:33].[Cs+:10].[Cs+:9].[N+:1](=[O:2])([O-:3])[CH3:4]>>[N+:1](=[O:2])([O-:3])[CH2:4][CH:26]([c:14]1[n:13][c:12]([Br:11])[n:16]([CH2:17][CH:18]=[C:19]([CH3:20])[CH3:21])[c:15]1[C:22](=[O:23])[O:24][CH3:25])[OH:27]. The reactants are COC=1C=C(C(=CC1)N)N (4-methoxybenzene-1,2-diamine), S1C(=CC2=C1C=CC=C2)S(=O)(=O)Cl (benzothiophene-2-sulfonyl chloride). Yields the product COC1=CC(=C(C=C1)NS(=O)(=O)C=1SC2=C(C1)C=CC=C2)NS(=O)(=O)C=2SC1=C(C2)C=CC=C1 (N,N′-(4-methoxy-1,2-phenylene)bis(1-benzothiophene-2-sulfonamide)). Reaction SMILES: [CH3:1][O:2][C:3]1[CH:4]=[C:5]([NH2:10])[C:6]([NH2:9])=[CH:7][CH:8]=1.[S:11]1[C:15]2[CH:16]=[CH:17][CH:18]=[CH:19][C:14]=2[CH:13]=[C:12]1[S:20](Cl)(=[O:22])=[O:21]>>[CH3:1][O:2][C:3]1[CH:8]=[CH:7][C:6]([NH:9][S:20]([C:12]2[S:11][C:15]3[CH:16]=[CH:17][CH:18]=[CH:19][C:14]=3[CH:13]=2)(=[O:22])=[O:21])=[C:5]([NH:10][S:20]([C:12]2[S:11][C:15]3[CH:16]=[CH:17][CH:18]=[CH:19][C:14]=3[CH:13]=2)(=[O:21])=[O:22])[CH:4]=1. Reported procedure: N,N′-(4-methoxy-1,2-phenylene)bis(1-benzothiophene-2-sulfonamide) (472 mg) was prepared as in Example 31 using 4-methoxybenzene-1,2-diamine and benzothiophene-2-sulfonyl chloride as requisite starting materials. Reactants: ClC1=CC(=C(C=C1O)N1C(N(C(=CC1=O)C(F)(F)F)C)=O)F (3-[4-chloro-2-fluoro-5-(hydroxy)phenyl]-1-methyl-6- (trifluoromethyl)-2,4 (1H,3H) -pyrimidinedione), C([O-])([O-])=O.[K+].[K+] (potassium carbonate), solution, C(C#C)Br (propargyl bromide). Run in C(C)#N (acetonitrile), C1(=CC=CC=C1)C (toluene). Product: ClC1=CC(=C(C=C1OCC#C)N1C(N(C(=CC1=O)C(F)(F)F)C)=O)F (3-[4-chloro-2-fluoro-5-[(2-propynyl)-oxy]phenyl]-1-methyl-6-(trifluoromethyl)-2,4(1H, 3H)-pyrimidinedione). RXN SMILES: [Cl:1][C:2]1[C:7]([OH:8])=[CH:6][C:5]([N:9]2[C:14](=[O:15])[CH:13]=[C:12]([C:16]([F:19])([F:18])[F:17])[N:11]([CH3:20])[C:10]2=[O:21])=[C:4]([F:22])[CH:3]=1.C(=O)([O-])[O-].[K+].[K+].[CH2:29](Br)[C:30]#[CH:31]>C(#N)C.C1(C)C=CC=CC=1>[Cl:1][C:2]1[C:7]([O:8][CH2:31][C:30]#[CH:29])=[CH:6][C:5]([N:9]2[C:14](=[O:15])[CH:13]=[C:12]([C:16]([F:18])([F:17])[F:19])[N:11]([CH3:20])[C:10]2=[O:21])=[C:4]([F:22])[CH:3]=1 |f:1.2.3|. Procedure details: To a solution of 200 mg (0.59 mmol) of 3-[4-chloro-2-fluoro-5-(hydroxy)phenyl]-1-methyl-6- (trifluoromethyl)-2,4 (1H,3H) -pyrimidinedione in 3 mL of acetonitrile was added 162 mg of potassium carbonate (1.18 mmol) and 131 mL (1.18 mmol) of an 80% solution of propargyl bromide in toluene. It was warmed under reflux for 2 h. The resulting mixture was filtered and the filtrate was concentrated in vacuo to give colorless oil which was flash chromatographed over silica gel, eluting with a 1:4 v:v mix... The reactants are ClCCl, CC(C)(C)OC(=O)NCC#Cc1ccc(Nc2ncc(Br)c(Nc3ccccc3)n2)cc1, O=C(O)C(F)(F)F. Yields the product NCC#Cc1ccc(Nc2ncc(Br)c(Nc3ccccc3)n2)cc1. Reaction SMILES: [Cl:40][CH2:41][Cl:42].[NH:8]([c:9]1[cH:10][cH:11][cH:12][cH:13][cH:14]1)[c:15]1[n:16][c:17]([NH:22][c:23]2[cH:24][cH:25][c:26]([C:29]#[C:30][CH2:31][NH:32][C:33]([O:34][C:35]([CH3:36])([CH3:37])[CH3:38])=[O:39])[cH:27][cH:28]2)[n:18][cH:19][c:20]1[Br:21].[OH:1][C:2]([C:3]([F:4])([F:5])[F:6])=[O:7]>>[NH:8]([c:9]1[cH:10][cH:11][cH:12][cH:13][cH:14]1)[c:15]1[n:16][c:17]([NH:22][c:23]2[cH:24][cH:25][c:26]([C:29]#[C:30][CH2:31][NH2:32])[cH:27][cH:28]2)[n:18][cH:19][c:20]1[Br:21]. Starting materials: C(Br)(Br)(Br)Br (carbon tetrabromide), FC1=CC=C(C=C1)C1=C(C(=NC(=C1)C1=CC=CC=C1)C(C)C)C=O (4-(4-fluorophenyl)-2-(1-methylethyl)-6-phenyl-3-pyridinecarboxaldehyde), C1(=CC=CC=C1)P(C1=CC=CC=C1)C1=CC=CC=C1 (triphenylphosphine). The solvent is C(Cl)Cl (CH2Cl2), C(Cl)Cl (CH2Cl2). Conditions: time 20 minute. Product: BrC(=CC=1C(=NC(=CC1C1=CC=C(C=C1)F)C1=CC=CC=C1)C(C)C)Br (3-(2,2-dibromoethenyl)-4-(4-fluorophenyl)-2-(1-methylethyl)-6-phenylpyridine). The yield is 102.2%. RXN SMILES: [C:1]([Br:5])(Br)(Br)[Br:2].[F:6][C:7]1[CH:12]=[CH:11][C:10]([C:13]2[CH:18]=[C:17]([C:19]3[CH:24]=[CH:23][CH:22]=[CH:21][CH:20]=3)[N:16]=[C:15]([CH:25]([CH3:27])[CH3:26])[C:14]=2[CH:28]=O)=[CH:9][CH:8]=1.C1(P(C2C=CC=CC=2)C2C=CC=CC=2)C=CC=CC=1>C(Cl)Cl>[Br:2][C:1]([Br:5])=[CH:28][C:14]1[C:15]([CH:25]([CH3:27])[CH3:26])=[N:16][C:17]([C:19]2[CH:20]=[CH:21][CH:22]=[CH:23][CH:24]=2)=[CH:18][C:13]=1[C:10]1[CH:9]=[CH:8][C:7]([F:6])=[CH:12][CH:11]=1. Procedure details: A solution of carbon tetrabromide (2.204 gm, 6.65 mmol) in CH2Cl2 (8 ml) was added over a 12 minute period to a cold (-12° C.) solution of 4-(4-fluorophenyl)-2-(1-methylethyl)-6-phenyl-3-pyridinecarboxaldehyde (1.415 gm, 4.43 mmol) (the preparation of which is described in Example 1) and triphenylphosphine (3.488 gm, 13.3 mmol) in CH2Cl2 (25 ml). After the addition was complete, the cooling bath was removed and the mixture was stirred for 20 minutes. The solution was quenched with saturated NaHC... Starting materials: ( s ), 11, ( m ), ( s ), ( w ), ( m ), ( s ), ( s ), [K+].[Br-] (KBr), ( s ), [OH-].[K+] (potassium hydroxide), [Cl-].O[NH3+] (hydroxylammonium chloride), ( w ), C1COC(OCC)(C2C(CN(CC2)C(=O)OC)=O)O1 (ethyl 1-methoxycarbonyl-3-oxopiperidine-4-carboxylate ethylene acetal), ( m ). Solvent: CO (methanol), C(=O)O (formic acid), C(C)(=O)OCC (ethyl acetate), C(C)(=O)OCC.CO.C(=O)O (ethyl acetate methanol formic acid), C(C)(=O)O (acetic acid), CO (methanol), CO (methanol). Reaction conditions: time 8 day. The product is C1COC(NO)(C2C(CN(CC2)C(=O)OC)=O)O1 (1-Methoxycarbonyl-3-oxopiperidine-4-carbohydroxamic acid ethylene acetal). As a reaction SMILES: [OH-:1].[K+].[Cl-].O[NH3+:5].[CH2:6]1[O:24][C:9]([CH:13]2[CH2:18][CH2:17][N:16]([C:19]([O:21][CH3:22])=[O:20])[CH2:15][C:14]2=[O:23])(OCC)[O:8][CH2:7]1.[K+].[Br-]>CO.C(OCC)(=O)C.CO.C(O)=O.C(O)=O.C(OCC)(=O)C.C(O)(=O)C>[CH2:6]1[O:24][C:9]([CH:13]2[CH2:18][CH2:17][N:16]([C:19]([O:21][CH3:22])=[O:20])[CH2:15][C:14]2=[O:23])([NH:5][OH:1])[O:8][CH2:7]1 |f:0.1,2.3,5.6,8.9.10|. Procedure: To a stirred and iced solution of potassium hydroxide (7.3 g; 130 mmol) in methanol (30 ml) was added hydroxylammonium chloride (6.9 g; 100 mmol). After stirring at 0° C. for further 30 minutes a solution of ethyl 1-methoxycarbonyl-3-oxopiperidine-4-carboxylate ethylene acetal (6.8 g; 25 mmol) in methanol (20 ml) was added, and the mixture was left at 8° C. for 8 days. Upon addition of glacial acetic acid (15 ml) and filtration the filtrate was evaporated in vacuo to give a treacly mass. CC [sil...